This data is from the Open Reaction Database (ORD), a public repository of structured organic reaction records. The task is: describe an organic reaction: reactants, conditions, products, and yield Product: O1COC2=C1C=CC(=C2)C2(CC2)C(=O)NC2=NC=C(C=C2)CC2=CC=C(C=C2)OC (1-(Benzo[d][1,3]dioxol-5-yl)-N-(5-(4-methoxybenzyl)pyridin-2-yl)cyclopropanecarboxamide). RXN SMILES: [O:1]1[C:5]2[CH:6]=[CH:7][C:8]([C:10]3([C:13]([NH:15][C:16]4[CH:21]=[CH:20][C:19]([CH2:22][C:23]5[CH:28]=[CH:27][CH:26]=[CH:25][CH:24]=5)=[CH:18][N:17]=4)=[O:14])[CH2:12][CH2:11]3)=[CH:9][C:4]=2[O:3][CH2:2]1.[O:29]1C2C=CC(C3(C(NC4C=CC(Br)=CN=4)=O)CC3)=CC=2O[CH2:30]1.[Cl-].COC1C=CC(C[Zn+])=CC=1>>[O:1]1[C:5]2[CH:6]=[CH:7][C:8]([C:10]3([C:13]([NH:15][C:16]4[CH:21]=[CH:20][C:19]([CH2:22][C:23]5[CH:28]=[CH:27][C:26]([O:29][CH3:30])=[CH:25][CH:24]=5)=[CH:18][N:17]=4)=[O:14])[CH2:12][CH2:11]3)=[CH:9][C:4]=2[O:3][CH2:2]1 |f:2.3|. The reactants are O1COC2=C1C=CC(=C2)C2(CC2)C(=O)NC2=NC=C(C=C2)CC2=CC=CC=C2 (1-(benzo[d][1,3]dioxol-5-yl)-N-(5-benzylpyridin-2-yl)cyclopropanecarboxamide), O1COC2=C1C=CC(=C2)C2(CC2)C(=O)NC2=NC=C(C=C2)Br (1-(benzo[d][1,3]dioxol-5-yl)-N-(5-bromopyridin-2-yl)cyclopropanecarboxamide), [Cl-].COC1=CC=C(C[Zn+])C=C1 ((4-methoxybenzyl)zinc(II) chloride). Procedure details: 1-(Benzo[d][1,3]dioxol-5-yl)-N-(5-(4-methoxybenzyl)pyridin-2-yl)cyclopropanecarboxamide was synthesized using the procedure of 1-(benzo[d][1,3]dioxol-5-yl)-N-(5-benzylpyridin-2-yl)cyclopropanecarboxamide by reacting 1-(benzo[d][1,3]dioxol-5-yl)-N-(5-bromopyridin-2-yl)cyclopropanecarboxamide with (4-methoxybenzyl)zinc(II) chloride. Reactants: BrC=1C=NC(=NC1)N1CCC(CC1)O (1-(5-bromopyrimidin-2-yl)piperidin-4-ol), [Cu]C#N (copper(I) cyanide). Solvent: CN(C)C=O (DMF), O (water), CCOC(=O)C (EtOAc). Conditions: temperature 140 celsius. Product: OC1CCN(CC1)C1=NC=C(C=N1)C#N (2-(4-Hydroxypiperidin-1-yl)pyrimidine-5-carbonitrile). As a reaction SMILES: Br[C:2]1[CH:3]=[N:4][C:5]([N:8]2[CH2:13][CH2:12][CH:11]([OH:14])[CH2:10][CH2:9]2)=[N:6][CH:7]=1.[Cu][C:16]#[N:17]>CN(C=O)C.O.CCOC(C)=O>[OH:14][CH:11]1[CH2:12][CH2:13][N:8]([C:5]2[N:4]=[CH:3][C:2]([C:16]#[N:17])=[CH:7][N:6]=2)[CH2:9][CH2:10]1. Reported procedure: A mixture of 1-(5-bromopyrimidin-2-yl)piperidin-4-ol (5 g, 19.37 mmol) and copper(I) cyanide (6.94 g, 77 mmol) in DMF (48.4 mL) was heated at 140° C. for 18 h. The mixture was diluted with water (100 mL) and EtOAc (50 mL) and filtered through celite. The filtrate was extracted with EtOAc (3×20 mL). The combined organic fractions were washed with 1N HCl (20 mL) then dried over Na2SO4. The solvent was evaporated and the product was recrystallized from CH2Cl2/hexanes, filtered and washed with hexan... The reactants are C1CCOC1, CCOCC, COC(=O)C(C)(C)NC(=O)c1ccc2ccccc2c1OCc1ccc(OC)nc1, CO, Cl, [Na+], [OH-], O. Product: COc1ccc(COc2c(C(=O)NC(C)(C)C(=O)O)ccc3ccccc23)cn1. Reaction SMILES: [CH2:35]1[O:36][CH2:37][CH2:38][CH2:39]1.[CH2:42]([O:43][CH2:44][CH3:45])[CH3:46].[CH3:1][O:2][C:3]([C:4]([CH3:5])([CH3:6])[NH:7][C:8](=[O:9])[c:10]1[c:11]([O:20][CH2:21][c:22]2[cH:23][n:24][c:25]([O:28][CH3:29])[cH:26][cH:27]2)[c:12]2[cH:13][cH:14][cH:15][cH:16][c:17]2[cH:18][cH:19]1)=[O:30].[CH3:40][OH:41].[ClH:34].[Na+:32].[OH-:31].[OH2:33]>>[O:2]=[C:3]([C:4]([CH3:5])([CH3:6])[NH:7][C:8](=[O:9])[c:10]1[c:11]([O:20][CH2:21][c:22]2[cH:23][n:24][c:25]([O:28][CH3:29])[cH:26][cH:27]2)[c:12]2[cH:13][cH:14][cH:15][cH:16][c:17]2[cH:18][cH:19]1)[OH:30]. The reactants are [OH-].[K+] (potassium hydroxide), O1C(=NCC1)C1=CC(=C(OCCCCCC2=CC(=NO2)C)C=C1)C=O (5-{5-[4-(4,5-dihydro-2-oxazolyl)-2-formylphenoxy]pentyl}-3-methylisoxazole). Reagents/catalysts: [N+](=O)([O-])[O-].[Ag+] (silver nitrate). Solvent: O (water), O (water), C(C)O (ethanol). Run at time 2 minute. Yields the product C(=O)(O)C1=C(OCCCCCC2=CC(=NO2)C)C=CC(=C1)C=1OCCN1 (5-{5-[2-carboxy-4-(4,5-dihydro-2-oxazolyl)phenoxy]pentyl}-3-methylisoxazole). Isolated yield 38.2%. Reaction SMILES: [O:1]1[CH2:5][CH2:4][N:3]=[C:2]1[C:6]1[CH:23]=[CH:22][C:9]([O:10][CH2:11][CH2:12][CH2:13][CH2:14][CH2:15][C:16]2[O:20][N:19]=[C:18]([CH3:21])[CH:17]=2)=[C:8]([CH:24]=[O:25])[CH:7]=1.[OH-:26].[K+]>O.C(O)C.[N+]([O-])([O-])=O.[Ag+]>[C:24]([C:8]1[CH:7]=[C:6]([C:2]2[O:1][CH2:5][CH2:4][N:3]=2)[CH:23]=[CH:22][C:9]=1[O:10][CH2:11][CH2:12][CH2:13][CH2:14][CH2:15][C:16]1[O:20][N:19]=[C:18]([CH3:21])[CH:17]=1)([OH:26])=[O:25] |f:1.2,5.6|. Procedure: A solution of 4.7 g of silver nitrate in 6 ml of distilled water was added to a stirred suspension of 4.0 g of 5-{5-[4-(4,5-dihydro-2-oxazolyl)-2-formylphenoxy]pentyl}-3-methylisoxazole (Example 70) in 60 ml of ethanol. The mixture was stirred for about two minutes, and then a solution of 8.4 g of potassium hydroxide in 140 ml of water was slowly added. The latter mixture was stirred for two hours, then filtered and the filtrate acidified. The solid product was collected, washed with dilute hydr...